This data is from the Open Reaction Database (ORD), a public repository of structured organic reaction records. The task is: describe an organic reaction: reactants, conditions, products, and yield The reactants are COCC(=O)O, CN(C)c1ccncc1, [Cl-], C1COCCO1, COC(=O)NC(C(=O)NC(Cc1ccccc1)C(O)CN(CC1CCCCC1)NC(=O)C(NC(=O)OC)C(C)C)C(C)C, c1ccncc1. Yields the product COCC(=O)OC(CN(CC1CCCCC1)NC(=O)C(NC(=O)OC)C(C)C)C(Cc1ccccc1)NC(=O)C(NC(=O)OC)C(C)C. As a reaction SMILES: [CH3:45][O:46][CH2:47][C:48](=[O:49])[OH:50].[CH3:63][N:64]([c:65]1[cH:66][cH:67][n:68][cH:69][cH:70]1)[CH3:71].[Cl-:44].[O:51]1[CH2:52][CH2:53][O:54][CH2:55][CH2:56]1.[OH:1][CH:2]([CH2:3][N:4]([NH:5][C:6]([CH:7]([NH:8][C:9](=[O:10])[O:11][CH3:12])[CH:13]([CH3:14])[CH3:15])=[O:16])[CH2:17][CH:18]1[CH2:19][CH2:20][CH2:21][CH2:22][CH2:23]1)[CH:24]([CH2:25][c:26]1[cH:27][cH:28][cH:29][cH:30][cH:31]1)[NH:32][C:33]([CH:34]([NH:35][C:36](=[O:37])[O:38][CH3:39])[CH:40]([CH3:41])[CH3:42])=[O:43].[cH:57]1[cH:58][cH:59][n:60][cH:61][cH:62]1>>[O:1]([CH:2]([CH2:3][N:4]([NH:5][C:6]([CH:7]([NH:8][C:9](=[O:10])[O:11][CH3:12])[CH:13]([CH3:14])[CH3:15])=[O:16])[CH2:17][CH:18]1[CH2:19][CH2:20][CH2:21][CH2:22][CH2:23]1)[CH:24]([CH2:25][c:26]1[cH:27][cH:28][cH:29][cH:30][cH:31]1)[NH:32][C:33]([CH:34]([NH:35][C:36](=[O:37])[O:38][CH3:39])[CH:40]([CH3:41])[CH3:42])=[O:43])[C:48]([CH2:47][O:46][CH3:45])=[O:49]. The reactants are CC(C)CC(Br)C(=O)N1CCCC1CO, CO, [H-], [Na+], C1CCOC1, O. Product: CC(C)CC1OCC2CCCN2C1=O. Reaction SMILES: [Br:1][CH:2]([C:3](=[O:4])[N:5]1[CH:6]([CH2:10][OH:11])[CH2:7][CH2:8][CH2:9]1)[CH2:12][CH:13]([CH3:14])[CH3:15].[CH3:19][OH:20].[H-:16].[Na+:17].[O:21]1[CH2:22][CH2:23][CH2:24][CH2:25]1.[OH2:18]>>[CH:2]1([CH2:12][CH:13]([CH3:14])[CH3:15])[C:3](=[O:4])[N:5]2[CH:6]([CH2:7][CH2:8][CH2:9]2)[CH2:10][O:11]1. Reactants: C([O-])([O-])=O.[Na+].[Na+] (disodium carbonate), [I-].[K+] (potassium iodide), N1CCC(CC1)C=1N=CNC1 (4-(4-piperidyl)-1H-imidazole), FC1=CC=C(C=C1)C(CC)=O (para-fluoropropiophenone). Solvent: CN(C=O)C (dimethylformamide), O (water). Reaction conditions: time 3 hour. Yields the product C(CC)(=O)C1=CC=C(C=C1)N1CCC(CC1)C=1N=CNC1 (4-[1-(4-PROPIONYLPHENYL)-4-PIPERIDYL]-1H-IMIDAZOLE). Reaction SMILES: [NH:1]1[CH2:6][CH2:5][CH:4]([C:7]2[N:8]=[CH:9][NH:10][CH:11]=2)[CH2:3][CH2:2]1.F[C:13]1[CH:18]=[CH:17][C:16]([C:19](=[O:22])[CH2:20][CH3:21])=[CH:15][CH:14]=1.C(=O)([O-])[O-].[Na+].[Na+].[I-].[K+]>CN(C)C=O.O>[C:19]([C:16]1[CH:17]=[CH:18][C:13]([N:1]2[CH2:2][CH2:3][CH:4]([C:7]3[N:8]=[CH:9][NH:10][CH:11]=3)[CH2:5][CH2:6]2)=[CH:14][CH:15]=1)(=[O:22])[CH2:20][CH3:21] |f:2.3.4,5.6|. Procedure: 3 g (0.019 mole) of 4-(4-piperidyl)-1H-imidazole and 2.88 g (0.019 mole) of para-fluoropropiophenone are stirred in 70 cm3 of dimethylformamide for 5 minutes. 4 g (0.037 mole) of disodium carbonate and 0.2 g (0.0012 mole) of potassium iodide are added and the solution is brought to 160° C. for 3 hours. After being cooled, the solution is poured into 200 cm3 of water and stirred for 1 hour. The precipitate formed is drained, washed with water, dried and recrystallized in acetonitrile. The reactants are FC=1C=C(C=CC1OC)C=1C=C(C(N(N1)CC(C)C)=O)COS(=O)(=O)C (6-(3-fluoro-4-methoxyphenyl)-2-isobutyl-4-methanesulfonyloxymethyl-2H-pyridazin-3-one), CNC (dimethylamine). The product is CN(C)CC=1C(N(N=C(C1)C1=CC(=C(C=C1)OC)F)CC(C)C)=O (4-dimethylaminomethyl-6-(3-fluoro-4-methoxyphenyl)-2-isobutyl-2H-pyridazin-3-one). The yield is 88.6%. RXN SMILES: [F:1][C:2]1[CH:3]=[C:4]([C:10]2[CH:11]=[C:12]([CH2:21]OS(C)(=O)=O)[C:13](=[O:20])[N:14]([CH2:16][CH:17]([CH3:19])[CH3:18])[N:15]=2)[CH:5]=[CH:6][C:7]=1[O:8][CH3:9].[CH3:27][NH:28][CH3:29]>>[CH3:27][N:28]([CH2:21][C:12]1[C:13](=[O:20])[N:14]([CH2:16][CH:17]([CH3:19])[CH3:18])[N:15]=[C:10]([C:4]2[CH:5]=[CH:6][C:7]([O:8][CH3:9])=[C:2]([F:1])[CH:3]=2)[CH:11]=1)[CH3:29]. Procedure details: Following the procedure of Example 7, 6-(3-fluoro-4-methoxyphenyl)-2-isobutyl-4-methanesulfonyloxymethyl-2H-pyridazin-3-one and dimethylamine were reacted to yield the title compound as a yellow oil (yield: 88.6%).